This data is from the Open Reaction Database (ORD), a public repository of structured organic reaction records. The task is: describe an organic reaction: reactants, conditions, products, and yield Reactants: N1=CC(=CC=C1)CCCN (3-(3-pyridinyl)propanamine), CN(C=1C=C2C3=C(C(=NC3=CC=C2)S)C1)C (4-dimethylaminobenz(cd)indol-2thiol), mercuric acetate. Run in C(C)O (ethanol). Product: CN(C=1C=C2C3=C(C(=NC3=CC=C2)NCCCC=2C=NC=CC2)C1)C (4-Dimethylamino-N-(3-(3-pyridinyl)propyl)benz(cd)indol-2-amine). RXN SMILES: [N:1]1[CH:6]=[CH:5][CH:4]=[C:3]([CH2:7][CH2:8][CH2:9][NH2:10])[CH:2]=1.[CH3:11][N:12]([CH3:26])[C:13]1[CH:14]=[C:15]2[CH:23]=[CH:22][CH:21]=[C:20]3[C:16]2=[C:17]([CH:25]=1)[C:18](S)=[N:19]3>C(O)C>[CH3:11][N:12]([CH3:26])[C:13]1[CH:14]=[C:15]2[CH:23]=[CH:22][CH:21]=[C:20]3[C:16]2=[C:17]([CH:25]=1)[C:18]([NH:10][CH2:9][CH2:8][CH2:7][C:3]1[CH:2]=[N:1][CH:6]=[CH:5][CH:4]=1)=[N:19]3. Reported procedure: The reaction of equivalent molar quantities of 3-(3-pyridinyl)propanamine, 4-dimethylaminobenz(cd)indol-2thiol, and mercuric acetate in refluxing ethanol, under the conditions of Example 55 leads to the formation of the title compound. The reactants are SC=1NC=2C(=NC=CC2)N1 (2-mercaptoimidazo[4,5-b]pyridine), Cl.CNC1=C(CCl)C=CC=C1 (2-(methylamino)benzyl chloride hydrochloride). Solvent: C(C)O (ethanol). Yields the product CNC1=C(CSC=2NC=3C(=NC=CC3)N2)C=CC=C1 (2-[2-(methylamino)benzylthio]imidazo[4,5-b]pyridine). Yield: 68.1%. Reaction SMILES: [SH:1][C:2]1[NH:3][C:4]2[C:5]([N:10]=1)=[N:6][CH:7]=[CH:8][CH:9]=2.Cl.[CH3:12][NH:13][C:14]1[CH:21]=[CH:20][CH:19]=[CH:18][C:15]=1[CH2:16]Cl>C(O)C>[CH3:12][NH:13][C:14]1[CH:21]=[CH:20][CH:19]=[CH:18][C:15]=1[CH2:16][S:1][C:2]1[NH:3][C:4]2[C:5]([N:10]=1)=[N:6][CH:7]=[CH:8][CH:9]=2 |f:1.2|. Procedure details: To a dispersion of 1.51 g of 2-mercaptoimidazo[4,5-b]pyridine in 25 ml of ethanol was added at once 1.92 g of 2-(methylamino)benzyl chloride hydrochloride at room temperature under stirring. The resulting mixture was further stirred for 3.5 hours. The precipitated crystals were collected by filtration and washed with ethanol. The obtained crystals were added portionwise to a mixture of 100 ml of chloroform and 100 ml of 1N NaOH solution for neutralization. The aqueous NaOH phase was separated, a...